From a dataset of the Open Reaction Database (ORD), a public repository of structured organic reaction records. describe an organic reaction: reactants, conditions, products, and yield Reactants: C1(=CC=C(C=C1)OCC1=C(C=CC=C1)\C(\C(=O)NC)=N/O)C1=CC=CC=C1 ((E)-2-[2-(biphenyl-4-yloxymethyl)phenyl]-2-hydroxyimino-N-methylacetamide), C([O-])([O-])=O.[K+].[K+] (potassium carbonate), COS(=O)(=O)OC (dimethylsulfate). Run in CC(=O)C (acetone). Run at time 8 hour. Product: C1(=CC=C(C=C1)OCC1=C(C=CC=C1)\C(\C(=O)NC)=N/OC)C1=CC=CC=C1 ((E)-2-[2-(biphenyl-4-yloxymethyl)phenyl]-2-methoxyimino-N-methylacetamide). Isolated yield 97.4%. RXN SMILES: [C:1]1([C:22]2[CH:27]=[CH:26][CH:25]=[CH:24][CH:23]=2)[CH:6]=[CH:5][C:4]([O:7][CH2:8][C:9]2[CH:14]=[CH:13][CH:12]=[CH:11][C:10]=2/[C:15](=[N:20]\[OH:21])/[C:16]([NH:18][CH3:19])=[O:17])=[CH:3][CH:2]=1.[C:28](=O)([O-])[O-].[K+].[K+].COS(OC)(=O)=O>CC(C)=O>[C:1]1([C:22]2[CH:23]=[CH:24][CH:25]=[CH:26][CH:27]=2)[CH:2]=[CH:3][C:4]([O:7][CH2:8][C:9]2[CH:14]=[CH:13][CH:12]=[CH:11][C:10]=2/[C:15](=[N:20]\[O:21][CH3:28])/[C:16]([NH:18][CH3:19])=[O:17])=[CH:5][CH:6]=1 |f:1.2.3|. Procedure details: To (E)-2-[2-(biphenyl-4-yloxymethyl)phenyl]-2-hydroxyimino-N-methylacetamide(9.73 g, 0.027 mol), added were dry acetone (100 ml), potassium carbonate (11.20 g, 0.081 mol) and dimethylsulfate (6.81 g, 0.054 mol), and the reaction mixture was stirred overnight at room temperature. Then, undissolved materials were removed therefrom and the remaining mixture was concentrated under reduced pressure. The residue was purified by silica gel chromatography (ethyl acetate/n-hexane) to give (E)-2-[2-(biphe... Starting materials: ClC(Cl)Cl, CCCCC(CC)C(=O)CCl, c1ccc(P(c2ccccc2)c2ccccc2)cc1. Yields the product CCCCC(CC)C(=O)C[P+](c1ccccc1)(c1ccccc1)c1ccccc1, [Cl-]. Reaction SMILES: [CH:31]([Cl:32])([Cl:33])[Cl:34].[Cl:1][CH2:2][C:3]([CH:4]([CH2:5][CH2:6][CH2:7][CH3:8])[CH2:9][CH3:10])=[O:11].[c:12]1([P:18]([c:19]2[cH:20][cH:21][cH:22][cH:23][cH:24]2)[c:25]2[cH:26][cH:27][cH:28][cH:29][cH:30]2)[cH:13][cH:14][cH:15][cH:16][cH:17]1>>[CH2:2]([C:3]([CH:4]([CH2:5][CH2:6][CH2:7][CH3:8])[CH2:9][CH3:10])=[O:11])[P+:18]([c:12]1[cH:13][cH:14][cH:15][cH:16][cH:17]1)([c:19]1[cH:20][cH:21][cH:22][cH:23][cH:24]1)[c:25]1[cH:26][cH:27][cH:28][cH:29][cH:30]1.[Cl-:1].